Task: describe an organic reaction: reactants, conditions, products, and yield. Dataset: the Open Reaction Database (ORD), a public repository of structured organic reaction records Reactants: CC(C)(C)OC(=O)Nc1ccc(C(F)(F)F)cc1NC(=O)CC(=O)c1cccc(-c2ccnc(N3CCCC3)c2)c1, ClCCl, O=C(O)C(F)(F)F. The product is O=C1CC(c2cccc(-c3ccnc(N4CCCC4)c3)c2)=Nc2ccc(C(F)(F)F)cc2N1. As a reaction SMILES: [C:1]([O:2][C:3](=[O:4])[NH:7][c:8]1[c:9]([NH:18][C:19]([CH2:20][C:21](=[O:5])[c:22]2[cH:23][c:24](-[c:28]3[cH:29][c:30]([N:34]4[CH2:35][CH2:36][CH2:37][CH2:38]4)[n:31][cH:32][cH:33]3)[cH:25][cH:26][cH:27]2)=[O:40])[cH:10][c:11]([C:14]([F:15])([F:16])[F:17])[cH:12][cH:13]1)([CH3:6])([CH3:39])[CH3:41].[Cl:49][CH2:50][Cl:51].[F:42][C:43]([F:44])([F:45])[C:46]([OH:47])=[O:48]>>[N:7]1=[C:21]([c:22]2[cH:23][c:24](-[c:28]3[cH:29][c:30]([N:34]4[CH2:35][CH2:36][CH2:37][CH2:38]4)[n:31][cH:32][cH:33]3)[cH:25][cH:26][cH:27]2)[CH2:20][C:19](=[O:40])[NH:18][c:9]2[c:8]1[cH:13][cH:12][c:11]([C:14]([F:15])([F:16])[F:17])[cH:10]2. The reactants are IC1=NNC2=CC=C(C=C12)[N+](=O)[O-] (3-iodo-5-nitro-1H-indazole), C[Si](CCOCCl)(C)C (2-(trimethylsilyl)ethoxymethyl chloride), [OH-].[K+] (potassium hydroxide). The reagents and catalysts are [Br-].C(CCC)[N+](CCCC)(CCCC)CCCC (tetrabutylammonium bromide). Solvent: O (water), ClCCl (dichloromethane), C(C)(C)OC(C)C (diisopropyl ether), O (water). Run at temperature 0 celsius, time 1.5 hour. The product is IC1=NN(C2=CC=C(C=C12)[N+](=O)[O-])COCC[Si](C)(C)C (3-iodo-5-nitro-1-(2-trimethylsilanylethoxymethyl)-1H-indazole). As a reaction SMILES: [OH-].[K+].[I:3][C:4]1[C:12]2[C:7](=[CH:8][CH:9]=[C:10]([N+:13]([O-:15])=[O:14])[CH:11]=2)[NH:6][N:5]=1.[CH3:16][Si:17]([CH3:24])([CH3:23])[CH2:18][CH2:19][O:20][CH2:21]Cl>[Br-].C([N+](CCCC)(CCCC)CCCC)CCC.C(OC(C)C)(C)C.O.ClCCl>[I:3][C:4]1[C:12]2[C:7](=[CH:8][CH:9]=[C:10]([N+:13]([O-:15])=[O:14])[CH:11]=2)[N:6]([CH2:21][O:20][CH2:19][CH2:18][Si:17]([CH3:24])([CH3:23])[CH3:16])[N:5]=1 |f:0.1,4.5|. Procedure details: 3-Iodo-5-nitro-1-(2-trimethylsilanylethoxymethyl)-1H-indazole can be obtained in the following way: 30 g of potassium hydroxide pellets are added to 30 ml of water at a temperature in the region of 0° C. After complete dissolution, 7 g of 3-iodo-5-nitro-1H-indazole, 50 ml of dichloromethane and then 82 mg of tetrabutylammonium bromide are added. The reaction mixture is stirred at a temperature in the region of 0° C. and 5 ml of 2-(trimethylsilyl)ethoxymethyl chloride are added over 15 minutes. T...